describe an organic reaction: reactants, conditions, products, and yield From a dataset of the Open Reaction Database (ORD), a public repository of structured organic reaction records. Reaction SMILES: [C:1]([CH3:2])([CH3:3])([CH3:4])[O:5][C:6](=[O:7])[N:8]1[CH2:9][CH2:10][N:11]([CH2:14][C:15]#[C:16][c:17]2[n:18][c:19]([NH2:31])[c:20]3[n:21]([cH:22]2)[n:23][c:24](-[c:26]2[o:27][cH:28][cH:29][cH:30]2)[n:25]3)[CH2:12][CH2:13]1.[CH3:32][CH2:33][OH:34].[Pd:35]>>[C:1]([CH3:2])([CH3:3])([CH3:4])[O:5][C:6](=[O:7])[N:8]1[CH2:9][CH2:10][N:11]([CH2:14][CH2:15][CH2:16][c:17]2[n:18][c:19]([NH2:31])[c:20]3[n:21]([cH:22]2)[n:23][c:24](-[c:26]2[o:27][cH:28][cH:29][cH:30]2)[n:25]3)[CH2:12][CH2:13]1. The reactants are CC(C)(C)OC(=O)N1CCN(CC#Cc2cn3nc(-c4ccco4)nc3c(N)n2)CC1, CCO, [Pd]. The product is CC(C)(C)OC(=O)N1CCN(CCCc2cn3nc(-c4ccco4)nc3c(N)n2)CC1.